Dataset: the Open Reaction Database (ORD), a public repository of structured organic reaction records. Task: describe an organic reaction: reactants, conditions, products, and yield The reactants are N[C@@H](C(C)C)C(=O)O (valine), C(C)(C)(C)OC(OC(C)(C)C)=O (ditertbutylcarbonate). Run in O1CCOCC1.O (dioxan H2O). Product: N([C@@H](C(C)C)C(=O)O)C(=O)OC(C)(C)C (BOC-Val-OH). As a reaction SMILES: [NH2:1][C@H:2]([C:6]([OH:8])=[O:7])[CH:3]([CH3:5])[CH3:4].[C:9]([O:13][C:14](=O)[O:15]C(C)(C)C)([CH3:12])([CH3:11])[CH3:10]>O1CCOCC1.O>[NH:1]([C:14]([O:13][C:9]([CH3:12])([CH3:11])[CH3:10])=[O:15])[C@H:2]([C:6]([OH:8])=[O:7])[CH:3]([CH3:5])[CH3:4] |f:2.3|. Procedure details: To a solution of 10 g (0.086 mol) of valine and 3.4 g (0.086 mol) of NaDH in 250 ml of dioxan: H2O (2:1) mixture was slowly added 20.5 g (0.094 mol) of ditertbutylcarbonate at 0° C. with vigorous stirring. The reaction mixture was then stirred for another hour at room temperature, dioxan was removed under reduced pressure, and BOC-Val-OH was obtained by acidifying the mixture to a pH of 2-3. The raw product consisting of 18 g of viscous oil was obtained after evaporating the solvent from the eth...